From a dataset of the Open Reaction Database (ORD), a public repository of structured organic reaction records. describe an organic reaction: reactants, conditions, products, and yield Starting materials: COCOc1ccc(Br)cc1C(C)C, Cc1cc(C=O)cc(C)c1O, CO, O=C(O)C(F)(F)F, O. The product is COCOc1ccc(Cc2cc(C)c(O)c(C)c2)cc1C(C)C. As a reaction SMILES: [Br:12][c:13]1[cH:14][c:15]([CH:23]([CH3:24])[CH3:25])[c:16]([O:19][CH2:20][O:21][CH3:22])[cH:17][cH:18]1.[CH3:1][c:2]1[cH:3][c:4]([CH:5]=[O:6])[cH:7][c:8]([CH3:11])[c:9]1[OH:10].[CH3:34][OH:35].[F:26][C:27]([F:28])([F:29])[C:30]([OH:31])=[O:32].[OH2:33]>>[CH3:1][c:2]1[cH:3][c:4]([CH2:5][c:13]2[cH:14][c:15]([CH:23]([CH3:24])[CH3:25])[c:16]([O:19][CH2:20][O:21][CH3:22])[cH:17][cH:18]2)[cH:7][c:8]([CH3:11])[c:9]1[OH:10]. Starting materials: CC(C)CC(C(=O)Nc1ccn(CC2COC(C)(C)O2)n1)n1ncc(Oc2c(F)cccc2F)cc1=O, CO, CCOC(C)=O, O, Cc1ccc(S(=O)(=O)O)cc1. The product is CC(C)CC(C(=O)Nc1ccn(CC(O)CO)n1)n1ncc(Oc2c(F)cccc2F)cc1=O. RXN SMILES: [CH3:1][C:2]1([CH3:37])[O:3][CH2:4][CH:5]([CH2:7][n:8]2[n:9][c:10]([NH:13][C:14]([CH:15]([CH2:16][CH:17]([CH3:18])[CH3:19])[n:20]3[n:21][cH:22][c:23]([O:27][c:28]4[c:29]([F:35])[cH:30][cH:31][cH:32][c:33]4[F:34])[cH:24][c:25]3=[O:26])=[O:36])[cH:11][cH:12]2)[O:6]1.[CH3:50][OH:51].[CH3:52][CH2:53][O:54][C:55](=[O:56])[CH3:57].[OH2:38].[c:39]1([CH3:40])[cH:41][cH:42][c:43]([S:44]([OH:45])(=[O:46])=[O:47])[cH:48][cH:49]1>>[OH:3][CH2:4][CH:5]([OH:6])[CH2:7][n:8]1[n:9][c:10]([NH:13][C:14]([CH:15]([CH2:16][CH:17]([CH3:18])[CH3:19])[n:20]2[n:21][cH:22][c:23]([O:27][c:28]3[c:29]([F:35])[cH:30][cH:31][cH:32][c:33]3[F:34])[cH:24][c:25]2=[O:26])=[O:36])[cH:11][cH:12]1. The reactants are C(=O)(OCC1=CC=CC=C1)NCC(CCC(=O)OCCCCC(=O)OCC1=CC=CC=C1)=O (4-(benzyloxycarbonyl)butyl 5-(Cbz-amino)-4-oxopentanoate), Cl (HCl). Reagents/catalysts: [Pd] (Pd/C). The solvent is CC(C)O (2-propanol). Yields the product Cl.NCC(CCC(=O)OCCCCC(=O)O)=O (4-carboxybutyl 5-amino-4-oxopentanoate hydrochloride). The yield is 92.2%. RXN SMILES: C([NH:11][CH2:12][C:13](=[O:33])[CH2:14][CH2:15][C:16]([O:18][CH2:19][CH2:20][CH2:21][CH2:22][C:23]([O:25]CC1C=CC=CC=1)=[O:24])=[O:17])(OCC1C=CC=CC=1)=O.[ClH:34]>[Pd].CC(O)C>[ClH:34].[NH2:11][CH2:12][C:13](=[O:33])[CH2:14][CH2:15][C:16]([O:18][CH2:19][CH2:20][CH2:21][CH2:22][C:23]([OH:25])=[O:24])=[O:17] |f:4.5|. Procedure details: A stirred mixture of the product from 8c (0.70 g; 1.54 mmol), 12 M HCl (0.13 mL; 1.54 mmol), 10% Pd/C (Degussa type E101 NE/W) (100 mg), and 2-propanol (25 mL) was hydrogenated at ambient temperature and 4 bars pressure overnight. The mixture was filtered through a Celite® 545 pad; the filtrate was evaporated and the residue was triturated with dry diethyl ether (3×5 mL). After drying of the residue at ambient temperature and 0.01 mm Hg, 0.38 g (97%) product was obtained (white solid). The reactants are BrCCCC1=CC=C(C=C1)NC#N (4-bromopropylphenylcyanamide), C(C)(C)(C)P(C(C)(C)C)C(C)(C)C (Tri-tert-butylphosphine), [Br-] (bromide), CN1C(=CC=C1C#N)B(O)O (N-methyl-5-cyanopyrroleboronic acid), C([O-])([O-])=O.[K+].[K+] (potassium carbonate). Run in C1CCOC1 (THF). Yields the product C(#N)C1=CC=C(N1C)C1=CC(=C(C=C1)NC#N)CCC ([4-(5-cyano-1-methyl-1H-pyrrol-2-yl)-2-propylphenyl]cyanamide). Yield: 375.3%. As a reaction SMILES: Br[CH2:2][CH2:3][CH2:4][C:5]1[CH:10]=[CH:9][C:8]([NH:11][C:12]#[N:13])=[CH:7][CH:6]=1.[CH3:14][N:15]1[C:19]([C:20]#[N:21])=CC=C1B(O)O.C(=O)([O-])[O-].[K+].[K+].[C:31](P(C(C)(C)C)C(C)(C)C)(C)([CH3:33])[CH3:32].[Br-]>C1COCC1>[C:20]([C:19]1[N:15]([CH3:14])[C:4]([C:5]2[CH:10]=[CH:9][C:8]([NH:11][C:12]#[N:13])=[C:7]([CH2:32][CH2:31][CH3:33])[CH:6]=2)=[CH:3][CH:2]=1)#[N:21] |f:2.3.4|. Reported procedure: 4-bromopropylphenylcyanamide (0.125 g, 5 mmol) tris(dibenzylideneacetone) dipalladium (11.6 mg, 0.0126 mmol), N-methyl-5-cyanopyrroleboronic acid (0.150 g, 1 mmol), and potassium carbonate (0.276 g, 2 mmol) were placed in a 40 mL vial fitted with a septa. The vial was then filled with a continuous flow of nitrogen and THF (2 mL) was added with stirring. Tri-tert-butylphosphine (0.0486 mL, 0.0252 mmol) was added to the mixture and allowed to stir until the starting bromide was consumed. The mixtu... Starting materials: ClC1=CC=C(C(=O)C2=CC=C(CN3C=NC(=C3C(=O)OCC)C(OCC)OCC)C=C2)C=C1 (ethyl 1-[4-(4-chlorobenzoyl)benzyl]-4-(diethoxymethyl)-imidazole-5-carboxylate). Solvent: C(C)(=O)O (acetic acid), O (water). Conditions: time 8 hour. Product: ClC1=CC=C(C(=O)C2=CC=C(CN3C=NC(=C3C(=O)OCC)C=O)C=C2)C=C1 (Ethyl 1-[4-(4-chlorobenzoyl)benzyl]-4-formyl-imidazole-5-carboxylate). The yield is 66.4%. Reaction SMILES: [Cl:1][C:2]1[CH:33]=[CH:32][C:5]([C:6]([C:8]2[CH:31]=[CH:30][C:11]([CH2:12][N:13]3[C:17]([C:18]([O:20][CH2:21][CH3:22])=[O:19])=[C:16]([CH:23](OCC)[O:24]CC)[N:15]=[CH:14]3)=[CH:10][CH:9]=2)=[O:7])=[CH:4][CH:3]=1>C(O)(=O)C.O>[Cl:1][C:2]1[CH:33]=[CH:32][C:5]([C:6]([C:8]2[CH:31]=[CH:30][C:11]([CH2:12][N:13]3[C:17]([C:18]([O:20][CH2:21][CH3:22])=[O:19])=[C:16]([CH:23]=[O:24])[N:15]=[CH:14]3)=[CH:10][CH:9]=2)=[O:7])=[CH:4][CH:3]=1. Procedure details: In 20% aqeuous acetic acid (10 ml) was dissolved ethyl 1-[4-(4-chlorobenzoyl)benzyl]-4-(diethoxymethyl)-imidazole-5-carboxylate (1.20 g) and the mixture was stirred at room temperature for 8 hours. This reaction mixture was diluted with water and extracted with ethyl acetate. The extract was washed serially with water, saturated aqueous NaHCO3 solution, and water, and dried over anhydrous magnesium sulfate. The solvent was then distilled off under reduced pressure and the residue was purified by... The reactants are CCN(C(C)C)C(C)C, O=C(NC1CC1)c1cccc(C2=CCNCC2)n1, ClCCl, Cl, FC(F)(F)c1ccccc1, O=S(=O)(Cl)Cl. Product: O=C(NC1CC1)c1cccc(C2=CCN(S(=O)(=O)c3cccc(C(F)(F)F)c3)CC2)n1. Reaction SMILES: [CH:1]([N:2]([CH:3]([CH3:4])[CH3:5])[CH2:6][CH3:7])([CH3:8])[CH3:9].[CH:26]1([NH:29][C:30]([c:31]2[cH:32][cH:33][cH:34][c:35]([C:37]3=[CH:42][CH2:41][NH:40][CH2:39][CH2:38]3)[n:36]2)=[O:43])[CH2:27][CH2:28]1.[Cl:44][CH2:45][Cl:46].[ClH:25].[F:15][C:16]([c:17]1[cH:18][cH:19][cH:20][cH:21][cH:22]1)([F:23])[F:24].[S:10](=[O:11])(=[O:12])([Cl:13])[Cl:14]>>[S:10](=[O:11])(=[O:12])([c:19]1[cH:18][c:17]([C:16]([F:15])([F:23])[F:24])[cH:22][cH:21][cH:20]1)[N:40]1[CH2:39][CH2:38][C:37]([c:35]2[cH:34][cH:33][cH:32][c:31]([C:30]([NH:29][CH:26]3[CH2:27][CH2:28]3)=[O:43])[n:36]2)=[CH:42][CH2:41]1.